This data is from the Open Reaction Database (ORD), a public repository of structured organic reaction records. The task is: describe an organic reaction: reactants, conditions, products, and yield Reactants: ClC1=C(C(=C(C(=C1)F)N1C(N(C(=CC1=O)C(F)(F)F)C)=O)F)[N+](=O)[O-] (3-[4-chloro-2,6-difluoro-3-nitrophenyl]-1-methyl-6-trifluoromethyl-2,4-(1H,3H)-pyrimidinedione), C(C)(=O)[O-].[Na+] (sodium acetate). Run in CN(C=O)C (dimethylformamide). Conditions: temperature 100 celsius. Yields the product ClC1=C(C(=C(C(=C1)F)N1C(N(C(=CC1=O)C(F)(F)F)C)=O)O)[N+](=O)[O-] (3-[4-Chloro-6-fluoro-2-hydroxy-3-nitrophenyl]-1-methyl-6-trifluoromethyl-2,4-(1H,3H)-pyrimidinedione). Reaction SMILES: [Cl:1][C:2]1[CH:7]=[C:6]([F:8])[C:5]([N:9]2[C:14](=[O:15])[CH:13]=[C:12]([C:16]([F:19])([F:18])[F:17])[N:11]([CH3:20])[C:10]2=[O:21])=[C:4](F)[C:3]=1[N+:23]([O-:25])=[O:24].C([O-])(=[O:28])C.[Na+]>CN(C)C=O>[Cl:1][C:2]1[CH:7]=[C:6]([F:8])[C:5]([N:9]2[C:14](=[O:15])[CH:13]=[C:12]([C:16]([F:18])([F:17])[F:19])[N:11]([CH3:20])[C:10]2=[O:21])=[C:4]([OH:28])[C:3]=1[N+:23]([O-:25])=[O:24] |f:1.2|. Procedure details: 30 g of 3-[4-chloro-2,6-difluoro-3-nitrophenyl]-1-methyl-6-trifluoromethyl-2,4-(1H,3H)-pyrimidinedione were dissolved in 100 ml of absolute dimethylformamide, admixed with 25.2 g of sodium acetate and heated at 100° C. for four hours. After cooling, the solvent was removed under reduced pressure and the residue was admixed with water; by addition of dilute hydrochloric acid, the pH was taken into the acidic range, and the mixture was extracted with methyl tert-butyl ether (three times 75 ml). Th... Reactants: B(Br)(Br)Br (Boron tribromide), C(C)SC1=CC(=CC=C1)OC (1-(ethylsulfanyl)-3-methoxybenzene), N(CCO)CCO (diethanolamine). Run in ClCCl (dichloromethane), ClCCl (dichloromethane). Run at time 18 hour. The product is C(C)SC=1C=C(C=CC1)O (3-(ethylsulfanyl)phenol). The yield is 83.9%. Reaction SMILES: B(Br)(Br)Br.[CH2:5]([S:7][C:8]1[CH:13]=[CH:12][CH:11]=[C:10]([O:14]C)[CH:9]=1)[CH3:6].N(CCO)CCO>ClCCl>[CH2:5]([S:7][C:8]1[CH:9]=[C:10]([OH:14])[CH:11]=[CH:12][CH:13]=1)[CH3:6]. Procedure: Boron tribromide (1M in dichloromethane, 70 ml, 70 mmol) was added dropwise to a solution of 1-(ethylsulfanyl)-3-methoxybenzene (5.9 g, 35 mmol) in dichloromethane (150 ml) at 0° C. The mixture was allowed to warm to room temperature, stirred for 18 h then cooled to 0° C. A solution of diethanolamine (20 ml) in dichloromethane (40 ml) was added dropwise (Caution—strong exotherm!) and the mixture was stirred at ambient temperature for 15 min once addition was complete, then poured onto ice water.... Starting materials: C1CCOC1, COC(=O)CNC(=O)c1cc(-c2ccc(C)cc2)ccn1, Cl, [Li+], [OH-], O, O. Product: Cc1ccc(-c2ccnc(C(=O)NCC(=O)O)c2)cc1. Reaction SMILES: [CH2:27]1[O:28][CH2:29][CH2:30][CH2:31]1.[CH3:1][O:2][C:3]([CH2:4][NH:5][C:6](=[O:7])[c:8]1[n:9][cH:10][cH:11][c:12](-[c:14]2[cH:15][cH:16][c:17]([CH3:20])[cH:18][cH:19]2)[cH:13]1)=[O:21].[ClH:26].[Li+:24].[OH-:23].[OH2:22].[OH2:25]>>[O:2]=[C:3]([CH2:4][NH:5][C:6](=[O:7])[c:8]1[n:9][cH:10][cH:11][c:12](-[c:14]2[cH:15][cH:16][c:17]([CH3:20])[cH:18][cH:19]2)[cH:13]1)[OH:21]. The reactants are CC#N, COC(=O)C(C)(C)COCc1ccc(OC)cc1, Cc1ccccc1, Cl, [H-], [Na+]. Yields the product COc1ccc(COCC(C)(C)C(=O)CC#N)cc1. As a reaction SMILES: [CH3:19][C:20]#[N:21].[CH3:1][O:2][C:3]([C:4]([CH2:5][O:6][CH2:7][c:8]1[cH:9][cH:10][c:11]([O:14][CH3:15])[cH:12][cH:13]1)([CH3:16])[CH3:17])=[O:18].[CH3:24][c:25]1[cH:26][cH:27][cH:28][cH:29][cH:30]1.[ClH:31].[H-:22].[Na+:23]>>[C:3]([C:4]([CH2:5][O:6][CH2:7][c:8]1[cH:9][cH:10][c:11]([O:14][CH3:15])[cH:12][cH:13]1)([CH3:16])[CH3:17])(=[O:18])[CH2:19][C:20]#[N:21]. The reactants are FC(C(=O)N1CC2=CC(=CC=C2CC1)S(=O)(=O)F)(F)F (2-trifluoroacetyl-7-fluorosulfonyl-1,2,3,4-tetrahydroisoquinoline), Cl (hydrochloric acid). The solvent is CC(=O)C (acetone). Yields the product Cl.FS(=O)(=O)C1=CC=C2CCNCC2=C1 (7-fluorosulfonyl-1,2,3,4-tetrahydroisoquinoline hydrochloride). As a reaction SMILES: FC(F)(F)C([N:5]1[CH2:14][CH2:13][C:12]2[C:7](=[CH:8][C:9]([S:15]([F:18])(=[O:17])=[O:16])=[CH:10][CH:11]=2)[CH2:6]1)=O.[ClH:21]>CC(C)=O>[ClH:21].[F:18][S:15]([C:9]1[CH:8]=[C:7]2[C:12]([CH2:13][CH2:14][NH:5][CH2:6]2)=[CH:11][CH:10]=1)(=[O:16])=[O:17] |f:3.4|. Reported procedure: A solution of 5.0 g. (0.06 mole) of 2-trifluoroacetyl-7-fluorosulfonyl-1,2,3,4-tetrahydroisoquinoline and 100 ml. of acetone and 50 ml. of 6 N hydrochloric acid was stirred at room temperature overnight. The solution was concentrated, taken up in water, extracted with chloroform, concentrated and the water azeotropically removed. The resultant solid was recrystallized from methanol to give 7-fluorosulfonyl-1,2,3,4-tetrahydroisoquinoline hydrochloride, m.p. 230°-232° C. Reactants: C(C)(=O)O (acetic acid), C1(=CC=C2C=CC3=CC=CC4=CC=C1C2=C34)CP(OCC)(OCC)=O (diethyl 1-pyrenylmethylphosphonate), ClC1=CC=C(C=O)C=C1 (4-chlorobenzaldehyde), C[O-].[Na+] (sodium methylate). Run in CN(C=O)C (N,N-dimethylformamide), O (water). Conditions: time 1 hour. Product: ClC1=CC=C(C=CC2=CC=C3C=CC4=CC=CC5=CC=C2C3=C45)C=C1 (1-(4-chlorostyryl)pyrene). As a reaction SMILES: [C:1]1([CH2:17]P(=O)(OCC)OCC)[C:14]2[C:15]3=[C:16]4[C:11](=[CH:12][CH:13]=2)[CH:10]=[CH:9][CH:8]=[C:7]4[CH:6]=[CH:5][C:4]3=[CH:3][CH:2]=1.[Cl:26][C:27]1[CH:34]=[CH:33][C:30]([CH:31]=O)=[CH:29][CH:28]=1.C[O-].[Na+].C(O)(=O)C>CN(C)C=O.O>[Cl:26][C:27]1[CH:34]=[CH:33][C:30]([CH:31]=[CH:17][C:1]2[C:14]3[C:15]4=[C:16]5[C:11](=[CH:12][CH:13]=3)[CH:10]=[CH:9][CH:8]=[C:7]5[CH:6]=[CH:5][C:4]4=[CH:3][CH:2]=2)=[CH:29][CH:28]=1 |f:2.3|. Procedure details: 2.47 g (7 mmol) of diethyl 1-pyrenylmethylphosphonate and 0.99 g (7 mmol) of 4-chlorobenzaldehyde were dissolved with stirring in 25 ml of N,N-dimethylformamide. To this reaction mixture, 1.62 g (7×1.2 mmol) of sodium methylate (28 wt.% methanol solution of sodium methylate) was gradually added in such a manner that the temperature of the reaction mixture did not exceed 30° C. The reaction mixture was then stirred at room temperature for 1 hour, neutralized with acetic acid, and diluted with abo...